This data is from the Open Reaction Database (ORD), a public repository of structured organic reaction records. The task is: describe an organic reaction: reactants, conditions, products, and yield Starting materials: C1(=CC=CC=C1)S(=O)(=O)N1C=CC=2C1=NC=C(C2Cl)[N+](=O)[O-] (1-benzenesulfonyl-4-chloro-5-nitro-1H-pyrrolo[2,3-b]pyridine), S1CCC(CC1)N (tetrahydro-thiopyran-4-ylamine), CCN(C(C)C)C(C)C (DIEA). The solvent is CC(C)O (IPA), CCOC(=O)C (EtOAc). Yields the product C1(=CC=CC=C1)S(=O)(=O)N1C=CC=2C1=NC=C(C2NC2CCSCC2)[N+](=O)[O-] ((1-benzenesulfonyl-5-nitro-1H-pyrrolo[2,3-b]pyridin-4-yl)-(tetrahydro-thiopyran-4-yl)-amine). Isolated yield 84.4%. RXN SMILES: [C:1]1([S:7]([N:10]2[C:14]3=[N:15][CH:16]=[C:17]([N+:20]([O-:22])=[O:21])[C:18](Cl)=[C:13]3[CH:12]=[CH:11]2)(=[O:9])=[O:8])[CH:6]=[CH:5][CH:4]=[CH:3][CH:2]=1.[S:23]1[CH2:28][CH2:27][CH:26]([NH2:29])[CH2:25][CH2:24]1.CCN(C(C)C)C(C)C>CC(O)C.CCOC(C)=O>[C:1]1([S:7]([N:10]2[C:14]3=[N:15][CH:16]=[C:17]([N+:20]([O-:22])=[O:21])[C:18]([NH:29][CH:26]4[CH2:27][CH2:28][S:23][CH2:24][CH2:25]4)=[C:13]3[CH:12]=[CH:11]2)(=[O:9])=[O:8])[CH:6]=[CH:5][CH:4]=[CH:3][CH:2]=1. Reported procedure: A mixture 1-benzenesulfonyl-4-chloro-5-nitro-1H-pyrrolo[2,3-b]pyridine (0.50 g, 1.50 mmol) and tetrahydro-thiopyran-4-ylamine (0.19 g, 1.60 mmol) and DIEA (0.52 mL, 3.00 mmol) in IPA (4 mL) was heated in a microwave reactor at 120° C. for 10 minutes. The mixture was diluted with EtOAc, washed with water, brine, dried over sodium sulfate and then purified by column chromatography on silica gel (gradient: 0 to 30% ethyl acetate/heptane) to afford (1-benzenesulfonyl-5-nitro-1H-pyrrolo[2,3-b]pyridin... The reactants are OCC1=C(C=CC=2C3(C4=CC=C(C=C4OC12)O)OC(C1=CC=CC=C13)=O)O (rac-4'-(hydroxymethyl)-3',6'-dihydroxyspiro-[isobenzofuran-1(3H),9'-[9H]xanthen]-3-one), FC(C(=O)N[C@H](CC1=CC=C(C=C1)S(=O)(=O)N1CCNCC1)C)(F)F ((S)-2,2,2-trifluoro-N-[1-methyl-2-[4-(1-piperazinylsulfonyl)phenyl]ethyl]acetamide), [I-].[Na+] (sodium iodide), N1=C(C=CC=C1C)C (2,6 lutidine). Run in CN(C=O)C (dimethylformamide). Conditions: temperature 120 celsius. Yields the product OC=1C=CC=2C3(C4=CC=C(C=C4OC2C1CN1CCN(CC1)S(=O)(=O)C1=CC=C(C=C1)C[C@H](C)NC(C(F)(F)F)=O)O)OC(C1=CC=CC=C13)=O ((S)-N-[2-[4-[[4-[(3',6'-dihydroxy-3-oxospiro[isobenzo-furan-1(3H),9'-[9H]xanthen]-4'-yl)methyl]-1-piperazinyl]-sulfonyl]phenyl]-1-methylethyl]-2,2,2-trifluoroacetamide). Yield: 35.0%. Reaction SMILES: O[CH2:2][C:3]1[C:16]2[O:15][C:14]3[C:9](=[CH:10][CH:11]=[C:12]([OH:17])[CH:13]=3)[C:8]3([C:25]4[C:20](=[CH:21][CH:22]=[CH:23][CH:24]=4)[C:19](=[O:26])[O:18]3)[C:7]=2[CH:6]=[CH:5][C:4]=1[OH:27].[F:28][C:29]([F:52])([F:51])[C:30]([NH:32][C@@H:33]([CH3:50])[CH2:34][C:35]1[CH:40]=[CH:39][C:38]([S:41]([N:44]2[CH2:49][CH2:48][NH:47][CH2:46][CH2:45]2)(=[O:43])=[O:42])=[CH:37][CH:36]=1)=[O:31].[I-].[Na+].N1C(C)=CC=CC=1C>CN(C)C=O>[OH:27][C:4]1[CH:5]=[CH:6][C:7]2[C:8]3([C:25]4[C:20](=[CH:21][CH:22]=[CH:23][CH:24]=4)[C:19](=[O:26])[O:18]3)[C:9]3[C:14]([O:15][C:16]=2[C:3]=1[CH2:2][N:47]1[CH2:48][CH2:49][N:44]([S:41]([C:38]2[CH:37]=[CH:36][C:35]([CH2:34][C@@H:33]([NH:32][C:30](=[O:31])[C:29]([F:52])([F:51])[F:28])[CH3:50])=[CH:40][CH:39]=2)(=[O:42])=[O:43])[CH2:45][CH2:46]1)=[CH:13][C:12]([OH:17])=[CH:11][CH:10]=3 |f:2.3|. Procedure details: A mixture of 61 mg (0.160 mmol) of rac-4'-(hydroxymethyl)-3',6'-dihydroxyspiro[isobenzofuran-1(3H), 9'-[9H]xanthen]-3-one (2), 125 mg (0.33 mmole) of (S)-2,2,2-trifluoro-N-[1-methyl-2-[4-(1-piperazinylsulfonyl)phenyl]ethyl]acetamide (17), 150 mg (1.0 mmol) of sodium iodide and 600 μL (5.15 mmol) of 2,6 lutidine in 4.5 mL of anhydrous dimethylformamide was heated at 120° C. for 2 hours. The reaction mixture was concentrated and 20 mL of a 1:1 mixture of methanol:THF was added. Inorganic salt was ... Reactants: C(C)(C)(C)OC(=O)N1CCC(CC1)C1=C(NC2=CC(=CC=C12)F)CC (4-(2-ethyl-6-fluoro-1H-indol-3-yl)piperidine-1-carboxylic acid tert-butyl ester), P(=O)([O-])([O-])[O-].[K+].[K+].[K+] (potassium phosphate), IC1=CC=CC=C1 (iodobenzene), CNC1C(CCCC1)NC (N,N′-dimethylcyclohexane-1,2-diamine). The reagents and catalysts are [Cu](I)I (copper iodide). Solvent: O (water), C(C)(=O)OCC (Ethyl acetate), C1(=CC=CC=C1)C (toluene). Yields the product C(C)(C)(C)OC(=O)N1CCC(CC1)C1=C(N(C2=CC(=CC=C12)F)C1=CC=CC=C1)CC (4-(2-ETHYL-6-FLUORO-1-PHENYL-1H-INDOL-3-YL)-PIPERIDINE-1-CARBOXYLIC ACID TERT-BUTYL ESTER). Yield: 27.3%. As a reaction SMILES: [C:1]([O:5][C:6]([N:8]1[CH2:13][CH2:12][CH:11]([C:14]2[C:22]3[C:17](=[CH:18][C:19]([F:23])=[CH:20][CH:21]=3)[NH:16][C:15]=2[CH2:24][CH3:25])[CH2:10][CH2:9]1)=[O:7])([CH3:4])([CH3:3])[CH3:2].P([O-])([O-])([O-])=O.[K+].[K+].[K+].I[C:35]1[CH:40]=[CH:39][CH:38]=[CH:37][CH:36]=1.CNC1CCCCC1NC>C1(C)C=CC=CC=1.[Cu](I)I.C(OCC)(=O)C.O>[C:1]([O:5][C:6]([N:8]1[CH2:9][CH2:10][CH:11]([C:14]2[C:22]3[C:17](=[CH:18][C:19]([F:23])=[CH:20][CH:21]=3)[N:16]([C:35]3[CH:40]=[CH:39][CH:38]=[CH:37][CH:36]=3)[C:15]=2[CH2:24][CH3:25])[CH2:12][CH2:13]1)=[O:7])([CH3:4])([CH3:3])[CH3:2] |f:1.2.3.4|. Reported procedure: To a solution of 4-(2-ethyl-6-fluoro-1H-indol-3-yl)piperidine-1-carboxylic acid tert-butyl ester (0.36 g) in degassed toluene (10 ml) at r.t., is added potassium phosphate (0.1 g), copper iodide (20 mg), iodobenzene (254 mg) and N,N′-dimethylcyclohexane-1,2-diamine (30 mg). The mixture is heated at reflux for 3 days. Thereafter the mixture is allowed to cool to r.t., and water (20 ml) added. Ethyl acetate (3×10 ml) is used to extract the organic components and the organic layer is washed with wa...